Dataset: the Open Reaction Database (ORD), a public repository of structured organic reaction records. Task: describe an organic reaction: reactants, conditions, products, and yield Starting materials: FC(C(=O)O)(F)F (Trifluoroacetic acid), O=C1N(CC(N1)=O)C1CCN(CC1)C(=O)OC(C)(C)C (tert-butyl 4-(2,4-dioxoimidazolidin-1-yl)piperidine-1-carboxylate). Solvent: ClCCl (dichloromethane). Reaction conditions: time 4 hour. The product is N1CCC(CC1)N1C(NC(C1)=O)=O (1-Piperidin-4-ylimidazolidine-2,4-dione). As a reaction SMILES: FC(F)(F)C(O)=O.[O:8]=[C:9]1[NH:13][C:12](=[O:14])[CH2:11][N:10]1[CH:15]1[CH2:20][CH2:19][N:18](C(OC(C)(C)C)=O)[CH2:17][CH2:16]1>ClCCl>[NH:18]1[CH2:17][CH2:16][CH:15]([N:10]2[CH2:11][C:12](=[O:14])[NH:13][C:9]2=[O:8])[CH2:20][CH2:19]1. Procedure: Trifluoroacetic acid (0.300 mL) was added to a solution of tert-butyl 4-(2,4-dioxoimidazolidin-1-yl)piperidine-1-carboxylate (32 mg, 0.113 mmol) in dichloromethane (1 mL). After 4 h, the reaction was concentrated to give the title compound. MS: m/z=184.04 (M+1). Procedure details: To a mixture of benzyloxyacetaldehyde (5 g, 33.3 mmol), 2,2-dimethyl-1,3-propanediol (4.16 g, 40 mmol) and toluene (70 ml), p-toluenesulfonic acid monohydrate (287 mg, 1.51 mmol) was added and refluxed for 4 hours while removing water by the Dean-Stark apparatus. After the reaction mixture was cooled to room temperature, triethylamine (4 ml) was added to the reaction mixture and the solvent was removed by evaporation. The residue was purified by silica gel column chromatography (silica gel: 200 ... As a reaction SMILES: [CH2:1]([O:8][CH2:9][CH:10]=[O:11])[C:2]1[CH:7]=[CH:6][CH:5]=[CH:4][CH:3]=1.[CH3:12][C:13]([CH3:18])([CH2:16]O)[CH2:14][OH:15]>O.C1(C)C=CC(S(O)(=O)=O)=CC=1.C1(C)C=CC=CC=1>[CH2:1]([O:8][CH2:9][CH:10]1[O:15][CH2:14][C:13]([CH3:18])([CH3:16])[CH2:12][O:11]1)[C:2]1[CH:7]=[CH:6][CH:5]=[CH:4][CH:3]=1 |f:2.3|. Solvent: C1(=CC=CC=C1)C (toluene). Isolated yield 96.6%. The reactants are C(C1=CC=CC=C1)OCC=O (benzyloxyacetaldehyde), CC(CO)(CO)C (2,2-dimethyl-1,3-propanediol). Reagents/catalysts: O.C1(=CC=C(C=C1)S(=O)(=O)O)C (p-toluenesulfonic acid monohydrate). Product: C(C1=CC=CC=C1)OCC1OCC(CO1)(C)C (2-((benzyloxy)methyl)-5,5-dimethyl-1,3-dioxane). The reactants are ClC1=NC=C(C#N)C=C1 (6-chloronicotinonitrile), COC1=CC=C(C=C1)[Mg]Br ((4-methoxyphenyl)magnesium bromide), C1CCOC1 (THF), [NH4+].[Cl-] (NH4Cl). Conditions: temperature 0 celsius, time 1 hour. The product is ClC1=CC=C(C=N1)C(=O)C1=CC=C(C=C1)OC ((6-chloropyridin-3-yl)(4-methoxyphenyl)methanone). Yield: 50.0%. RXN SMILES: [Cl:1][C:2]1[CH:9]=[CH:8][C:5]([C:6]#N)=[CH:4][N:3]=1.[CH3:10][O:11][C:12]1[CH:17]=[CH:16][C:15]([Mg]Br)=[CH:14][CH:13]=1.[NH4+].[Cl-].C1C[O:25]CC1>>[Cl:1][C:2]1[N:3]=[CH:4][C:5]([C:6]([C:15]2[CH:16]=[CH:17][C:12]([O:11][CH3:10])=[CH:13][CH:14]=2)=[O:25])=[CH:8][CH:9]=1 |f:2.3|. Procedure details: To a solution of 6-chloronicotinonitrile (1.39 g, 10 mmol) in 100 mL of THF was added (4-methoxyphenyl)magnesium bromide (15 mmol) dropwise at 0° C. The mixture was then stirred at 0° C. for 1 h. and then 50 mL sat. NH4Cl solution was added. The mixture was extracted with ethyl acetate and the organic layer was washed with brine, dried over Na2SO4, filtered, concentrated, and purified by flash chromatography to give the product (1.24 g, 50% yield). Starting materials: C(C)OC(CN(C1CC2=CC=CC=C2C1)C([C@@H](NC(=O)OCC1=CC=CC=C1)C(C)C)=O)=O (N-CBZ-L-Valyl-N-(2-indanyl)glycine ethyl ester), [OH-].[K+] (KOH). The solvent is C(C)O (ethanol). Conditions: time 8 hour. Product: C(=O)(OCC1=CC=CC=C1)N[C@@H](C(C)C)C(=O)N(CC(=O)O)C1CC2=CC=CC=C2C1 (N-CBZ-L-Valyl-N-(2-indanyl)glycine). Yield: 70.3%. RXN SMILES: C([O:3][C:4](=[O:33])[CH2:5][N:6]([C:16](=[O:32])[C@H:17]([CH:29]([CH3:31])[CH3:30])[NH:18][C:19]([O:21][CH2:22][C:23]1[CH:28]=[CH:27][CH:26]=[CH:25][CH:24]=1)=[O:20])[CH:7]1[CH2:15][C:14]2[C:9](=[CH:10][CH:11]=[CH:12][CH:13]=2)[CH2:8]1)C.[OH-].[K+]>C(O)C>[C:19]([NH:18][C@H:17]([C:16]([N:6]([CH:7]1[CH2:15][C:14]2[C:9](=[CH:10][CH:11]=[CH:12][CH:13]=2)[CH2:8]1)[CH2:5][C:4]([OH:33])=[O:3])=[O:32])[CH:29]([CH3:30])[CH3:31])([O:21][CH2:22][C:23]1[CH:28]=[CH:27][CH:26]=[CH:25][CH:24]=1)=[O:20] |f:1.2|. Procedure details: N-CBZ-L-Valyl-N-(2-indanyl)glycine ethyl ester (13.8 g, 0.0305 mol) was dissolved in ethanol (200 mL) and treated with 1N KOH (30 mL) in 5 mL portions. After the mixture was allowed to sit at room temperature overnight, the ethanol was removed under vacuum, and the residue treated with water. The aqueous mixture was washed three times with ethyl acetate and the layers separated. The aqueous layer was acidified to pH 3 with 1N HCl. The product was extracted into ethyl acetate and washed with satu... The reactants are C(C)OC([C@@](C(=O)N[C@H]1C2=C(C3=C(N(C1=O)C)C=CC=C3)C=CC=C2)(C)F)=O ((2S)-2-fluoro-2-methyl-N-((S)-5-methyl-6-oxo-6,7-dihydro-5H-dibenzo[b,d]azepin-7-yl)-malonamic acid ethyl ester), O.[OH-].[Li+] (lithium hydroxide monohydrate). Solvent: O1CCCC1 (tetrahydrofurane), O (water). Yields the product F[C@](C(=O)O)(C(=O)N[C@H]1C2=C(C3=C(N(C1=O)C)C=CC=C3)C=CC=C2)C ((2S)-2-Fluoro-2-methyl-N-((S)-5-methyl-6-oxo-6,7-dihydro-5H-dibenzo[b,d]azepin-7-yl)-malonamic acid). RXN SMILES: C([O:3][C:4](=[O:28])[C@:5]([F:27])([CH3:26])[C:6]([NH:8][C@@H:9]1[C:15](=[O:16])[N:14]([CH3:17])[C:13]2[CH:18]=[CH:19][CH:20]=[CH:21][C:12]=2[C:11]2[CH:22]=[CH:23][CH:24]=[CH:25][C:10]1=2)=[O:7])C.O.[OH-].[Li+]>O1CCCC1.O>[F:27][C@@:5]([CH3:26])([C:6]([NH:8][C@@H:9]1[C:15](=[O:16])[N:14]([CH3:17])[C:13]2[CH:18]=[CH:19][CH:20]=[CH:21][C:12]=2[C:11]2[CH:22]=[CH:23][CH:24]=[CH:25][C:10]1=2)=[O:7])[C:4]([OH:28])=[O:3] |f:1.2.3|. Reported procedure: A solution of 75 mg (0.2 mmol) of (2S)-2-fluoro-2-methyl-N-((S)-5-methyl-6-oxo-6,7-dihydro-5H-dibenzo[b,d]azepin-7-yl)-malonamic acid ethyl ester in 1 ml of tetrahydrofurane was treated for 2 h at room temperature with a solution of 8 mg (0.2 mmol) of lithium hydroxide monohydrate in 0.5 ml of water. For the working-up, the tetrahydrofurane was evaporated under reduced pressure and the remaining aqueous layer was extracted twice with 10 ml of diethylether. The combined organic layers were washed... Reactants: OC1=CC(N[C@]1(C)C(C)C)=O ((R)-4-hydroxy-5-isopropyl-5-methyl-1,5-dihydro-pyrrol-2-one), C(C1=CC=CC=C1)=O (benzaldehyde), FC=1C=C2C(=CNC2=CC1)C (5-fluoro-3-methyl-1H-indole). Product: FC=1C=C2C(=C(NC2=CC1)C(C=1C(N[C@](C1O)(C)C(C)C)=O)C1=CC=CC=C1)C ((R)-3-[(5-Fluoro-3-methyl-1H-indol-2-yl)-phenyl-methyl]-4-hydroxy-5-isopropyl-5-methyl-1,5-dihydro-pyrrol-2-one). As a reaction SMILES: [OH:1][C:2]1[C@:6]([CH:8]([CH3:10])[CH3:9])([CH3:7])[NH:5][C:4](=[O:11])[CH:3]=1.[CH:12](=O)[C:13]1[CH:18]=[CH:17][CH:16]=[CH:15][CH:14]=1.[F:20][C:21]1[CH:22]=[C:23]2[C:27](=[CH:28][CH:29]=1)[NH:26][CH:25]=[C:24]2[CH3:30]>>[F:20][C:21]1[CH:22]=[C:23]2[C:27](=[CH:28][CH:29]=1)[NH:26][C:25]([CH:12]([C:13]1[CH:18]=[CH:17][CH:16]=[CH:15][CH:14]=1)[C:3]1[C:4](=[O:11])[NH:5][C@@:6]([CH:8]([CH3:9])[CH3:10])([CH3:7])[C:2]=1[OH:1])=[C:24]2[CH3:30]. Procedure: Using general procedure D, (R)-4-hydroxy-5-isopropyl-5-methyl-1,5-dihydro-pyrrol-2-one (Example E) was reacted with benzaldehyde and 5-fluoro-3-methyl-1H-indole to give the title compound as a pale yellow solid. MS: 393.1 ([M+H]+). The reactants are ClC1=C(C=CC=C1Cl)C1C(=C(NC(=C1C(=O)OC)C)COCC#N)C(=O)OCC ([4-(2,3-dichlorophenyl)-3-ethoxycarbonyl-5-methoxycarbonyl-6-methyl-1,4-dihydropyridin-2-yl]methoxyacetonitrile), C(CCC)[Sn](CCCC)(CCCC)N=[N+]=[N-] (tri-n-butyltin azide). The solvent is O1CCOCC1 (dioxane). The product is ClC1=C(C=CC=C1Cl)C1C(=C(NC(=C1C(=O)OC)C)COCC1=NN=NN1)C(=O)OCC (5-{[4-(2,3-Dichlorophenyl)-3-ethoxycarbonyl-5-methoxycarbonyl-6-methyl-1,4-dihydropyridin-2-yl]methoxymethyl}tetrazole). Yield: 81.2%. RXN SMILES: [Cl:1][C:2]1[C:7]([Cl:8])=[CH:6][CH:5]=[CH:4][C:3]=1[CH:9]1[C:14]([C:15]([O:17][CH3:18])=[O:16])=[C:13]([CH3:19])[NH:12][C:11]([CH2:20][O:21][CH2:22][C:23]#[N:24])=[C:10]1[C:25]([O:27][CH2:28][CH3:29])=[O:26].C([Sn]([N:43]=[N+:44]=[N-:45])(CCCC)CCCC)CCC>O1CCOCC1>[Cl:1][C:2]1[C:7]([Cl:8])=[CH:6][CH:5]=[CH:4][C:3]=1[CH:9]1[C:14]([C:15]([O:17][CH3:18])=[O:16])=[C:13]([CH3:19])[NH:12][C:11]([CH2:20][O:21][CH2:22][C:23]2[NH:45][N:44]=[N:43][N:24]=2)=[C:10]1[C:25]([O:27][CH2:28][CH3:29])=[O:26]. Procedure: A solution of [4-(2,3-dichlorophenyl)-3-ethoxycarbonyl-5-methoxycarbonyl-6-methyl-1,4-dihydropyridin-2-yl]methoxyacetonitrile (3.52 g) and tri-n-butyltin azide (3.00 g) in dioxane (100 ml) was heated under reflux for 21.5 hours and then evaporated. The residual oil was taken up in diethyl ether (200 ml) and dry hydrogen chloride was bubbled through the stirred solution in a slow stream for 50 minutes. The resulting precipitate was collected, washed with diethyl ether and dried to give the title ...